This data is from the Open Reaction Database (ORD), a public repository of structured organic reaction records. The task is: describe an organic reaction: reactants, conditions, products, and yield The reactants are COC(=O)Cl, COC(=N)N, [Na+], [OH-], O, O=S(=O)(O)O. Yields the product COC(=N)NC(=O)OC. RXN SMILES: [CH3:11][O:12][C:13](=[O:14])[Cl:15].[CH3:6][O:7][C:8]([NH2:9])=[NH:10].[Na+:17].[OH-:16].[OH2:18].[S:1]([OH:2])([OH:3])(=[O:4])=[O:5]>>[CH3:6][O:7][C:8](=[NH:9])[NH:10][C:13]([O:12][CH3:11])=[O:14]. Reactants: O=C1NC(Cc2ccc([N+](=O)[O-])c(OCc3ccccc3)c2)C(=O)Nc2ccccc21, O=[Pt]. Yields the product Nc1ccc(CC2NC(=O)c3ccccc3NC2=O)cc1OCc1ccccc1. Reaction SMILES: [CH2:1]([c:2]1[cH:3][cH:4][cH:5][cH:6][cH:7]1)[O:8][c:9]1[cH:10][c:11]([CH2:12][CH:13]2[C:14](=[O:25])[NH:15][c:16]3[c:17]([cH:21][cH:22][cH:23][cH:24]3)[C:18](=[O:20])[NH:19]2)[cH:26][cH:27][c:28]1[N+:29]([O-:30])=[O:31].[Pt:32]=[O:33]>>[CH2:1]([c:2]1[cH:3][cH:4][cH:5][cH:6][cH:7]1)[O:8][c:9]1[cH:10][c:11]([CH2:12][CH:13]2[C:14](=[O:25])[NH:15][c:16]3[c:17]([cH:21][cH:22][cH:23][cH:24]3)[C:18](=[O:20])[NH:19]2)[cH:26][cH:27][c:28]1[NH2:29].